This data is from the Open Reaction Database (ORD), a public repository of structured organic reaction records. The task is: describe an organic reaction: reactants, conditions, products, and yield The reactants are CN(C)C=O, ClCCCl, COc1ccc(F)cc1OC, O, O=S(Cl)Cl, O=S(=O)=O. Yields the product COc1cc(F)c(S(=O)(=O)Cl)cc1OC. RXN SMILES: [CH3:1][N:2]([CH3:3])[CH:4]=[O:5].[Cl:26][CH2:27][CH2:28][Cl:29].[F:10][c:11]1[cH:12][c:13]([O:19][CH3:20])[c:14]([O:17][CH3:18])[cH:15][cH:16]1.[OH2:25].[S:21]([Cl:22])([Cl:23])=[O:24].[S:6](=[O:7])(=[O:8])=[O:9]>>[S:6](=[O:7])(=[O:9])([c:16]1[c:11]([F:10])[cH:12][c:13]([O:19][CH3:20])[c:14]([O:17][CH3:18])[cH:15]1)[Cl:23]. The reactants are CO, CC(=O)O, [H][H], CC(=O)N1CCN(c2cc(C)c(N)c([N+](=O)[O-])c2)CC1. The product is CC(=O)N1CCN(c2cc(C)c(N)c(N)c2)CC1. As a reaction SMILES: [CH3:21][OH:22].[CH3:25][C:26](=[O:27])[OH:28].[H:23][H:24].[NH2:1][c:2]1[c:3]([CH3:20])[cH:4][c:5]([N:11]2[CH2:12][CH2:13][N:14]([C:17]([CH3:18])=[O:19])[CH2:15][CH2:16]2)[cH:6][c:7]1[N+:8]([O-:9])=[O:10]>>[NH2:1][c:2]1[c:3]([CH3:20])[cH:4][c:5]([N:11]2[CH2:12][CH2:13][N:14]([C:17]([CH3:18])=[O:19])[CH2:15][CH2:16]2)[cH:6][c:7]1[NH2:8]. The reactants are 2,2,4,4,7,9,9-heptamethyl-3a,4,9,9a-tetrahydro-naphtho[2,3-d][1,3]-cis-dioxole-6-carbaldehyde, COC(C1=CC=C(C=C1)CP(=O)(OC)OC)=O (4-(Dimethoxy-phosphorylmethyl)-benzoic acid methyl ester), potassium tert-pentyl ate. Solvent: [Cl-].[Na+].O (brine), C1(=CC=CC=C1)C (toluene). Conditions: time 1 hour. The product is COC(C1=CC=CC=C1)=O (benzoic acid methyl ester). RXN SMILES: [CH3:1][O:2][C:3](=[O:17])[C:4]1[CH:9]=[CH:8][C:7](CP(OC)(OC)=O)=[CH:6][CH:5]=1>C1(C)C=CC=CC=1.[Cl-].[Na+].O>[CH3:1][O:2][C:3](=[O:17])[C:4]1[CH:9]=[CH:8][CH:7]=[CH:6][CH:5]=1 |f:2.3.4|. Procedure: To a solution of 5.3 g (17.5 mmol) of 2,2,4,4,7,9,9-heptamethyl-3a,4,9,9a-tetrahydro-naphtho[2,3-d][1,3]-cis-dioxole-6-carbaldehyde and 5.9 g (22.8 mmol) of 4-(Dimethoxy-phosphorylmethyl)-benzoic acid methyl ester in 50 ml of toluene at 0° was added 13.4 ml of 1.7 M (22.2 mmol) potassium-tert-pentyl ate. After 1 h, the reaction was poured into brine, extracted with ethyl acetate, washed with brine, dried over sodium sulfate and adsorbed onto silica gel. The product was purified by flash chromato... The reactants are CCOC(=O)c1ccc2cccc(N)c2c1, [Na+], C1COCCO1, [OH-]. Yields the product Nc1cccc2ccc(C(=O)O)cc12. RXN SMILES: [NH2:1][c:2]1[cH:3][cH:4][cH:5][c:6]2[cH:7][cH:8][c:9]([C:12](=[O:13])[O:14][CH2:15][CH3:16])[cH:10][c:11]12.[Na+:18].[O:19]1[CH2:20][CH2:21][O:22][CH2:23][CH2:24]1.[OH-:17]>>[NH2:1][c:2]1[cH:3][cH:4][cH:5][c:6]2[cH:7][cH:8][c:9]([C:12](=[O:13])[OH:14])[cH:10][c:11]12. The reactants are [Na] (sodium), OC1=C(C2=CC=CC=C2C=C1)C (2-hydroxy 1-methylnaphthalene), BrCCCCCCCCCCCCBr (1,12-dibromododecane). The product is CC1=C(C=CC2=CC=CC=C12)OCCCCCCCCCCCCOC1=C(C2=CC=CC=C2C=C1)C (1,12-bis(1-methyl-2-naphthoxy) dodecane). RXN SMILES: [Na].[OH:2][C:3]1[CH:12]=[CH:11][C:10]2[C:5](=[CH:6][CH:7]=[CH:8][CH:9]=2)[C:4]=1[CH3:13].Br[CH2:15][CH2:16][CH2:17][CH2:18][CH2:19][CH2:20][CH2:21][CH2:22][CH2:23][CH2:24][CH2:25][CH2:26]Br>>[CH3:13][C:4]1[C:5]2[C:10](=[CH:9][CH:8]=[CH:7][CH:6]=2)[CH:11]=[CH:12][C:3]=1[O:2][CH2:15][CH2:16][CH2:17][CH2:18][CH2:19][CH2:20][CH2:21][CH2:22][CH2:23][CH2:24][CH2:25][CH2:26][O:2][C:3]1[CH:12]=[CH:11][C:10]2[C:5](=[CH:6][CH:7]=[CH:8][CH:9]=2)[C:4]=1[CH3:13] |^1:0|. Procedure details: Using the method of Example 1, the sodium salt of 2-hydroxy 1-methylnaphthalene can react with 1,12-dibromododecane to afford 1,12-bis(1-methyl-2-naphthoxy) dodecane. The reactants are C(CCC)NC1=C(C(N(N=C1)C)=O)Cl (5-(butylamino)-4-chloro-2-methylpyridazin-3(2H)-one), FC1=C(C(=O)N=C=S)C=C(C=C1)C(F)(F)F (2-fluoro-5-(trifluoromethyl)benzoyl isothiocyanate). Run in O1CCOCC1 (dioxane). Run at temperature 100 celsius. The product is C(CCC)N1/C(/SC2=C1C=NN(C2=O)C)=N/C(C2=C(C=CC(=C2)C(F)(F)F)F)=O (N-[(2Z)-3-butyl-6-methyl-7-oxo-6,7-dihydro[1,3]thiazolo[4,5-d]pyridazin-2(3H)-ylidene]-2-fluoro-5-(trifluoromethyl)benzamide). The yield is 22.1%. RXN SMILES: [CH2:1]([NH:5][C:6]1[CH:11]=[N:10][N:9]([CH3:12])[C:8](=[O:13])[C:7]=1Cl)[CH2:2][CH2:3][CH3:4].[F:15][C:16]1[CH:26]=[CH:25][C:24]([C:27]([F:30])([F:29])[F:28])=[CH:23][C:17]=1[C:18]([N:20]=[C:21]=[S:22])=[O:19]>O1CCOCC1>[CH2:1]([N:5]1[C:6]2[CH:11]=[N:10][N:9]([CH3:12])[C:8](=[O:13])[C:7]=2[S:22]/[C:21]/1=[N:20]\[C:18](=[O:19])[C:17]1[CH:23]=[C:24]([C:27]([F:30])([F:29])[F:28])[CH:25]=[CH:26][C:16]=1[F:15])[CH2:2][CH2:3][CH3:4]. Procedure details: A mixture of 5-(butylamino)-4-chloro-2-methylpyridazin-3(2H)-one from Example 4A (250 mg, 1.16 mmol) and 2-fluoro-5-(trifluoromethyl)benzoyl isothiocyanate (375 mg, 1.51 mmol) in dioxane (20 mL) was heated at 70° C. for 12 hours and at 100° C. for 6 hours. The mixture was concentrated under reduced pressure and the residue was dissolved in EtOAc, washed with saturated aqueous NaHCO3 and brine, dried with MgSO4, filtered, and concentrated under reduced pressure. The residue was purified by chroma...